From a dataset of the Open Reaction Database (ORD), a public repository of structured organic reaction records. describe an organic reaction: reactants, conditions, products, and yield The reactants are C(C1=CC=CC=C1)OC(=O)N1[C@H](CCC1)C(=O)C1=CNC2=CC=C(C=C12)N(CC1=CC=CC=C1)CC1=CC=CC=C1 ((R)-3-(N-benzyloxycarbonylpyrrolidin-2-ylcarbonyl)-5-dibenzylamino-1H-indole), [BH4-].[Li+] (lithium borohydride), C(O)([O-])=O.[Na+] (sodium hydrogen carbonate). Solvent: O1CCCC1 (tetrahydrofuran). The yield is 70.0%. Conditions: time 30 minute. The product is C(C1=CC=CC=C1)OC(=O)N1[C@H](CCC1)CC1=CNC2=CC=C(C=C12)N(CC1=CC=CC=C1)CC1=CC=CC=C1 ((R)-3-(N-Benzyloxycarbonylpyrrolidin-2-ylmethyl)-5-dibenzylamino-1H-indole). Reported procedure: To a stirred solution of (R)-3-(N-benzyloxycarbonylpyrrolidin-2-ylcarbonyl)-5-dibenzylamino-1H-indole (1.50 g, 2.75 mmol) in anhydrous tetrahydrofuran (30 mL) was added lithium borohydride (0.24 g, 11.0 mmol, 4.0 eq) as a solid. The resulting reaction mixture was heated at reflux for 4 hours. A saturated solution of sodium hydrogen carbonate (10 mL) was then added, and this mixture was stirred at room temperature for 30 minutes. This aqueous mixture was then extracted with ethyl acetate (3×25 mL... RXN SMILES: [CH2:1]([O:8][C:9]([N:11]1[CH2:15][CH2:14][CH2:13][C@@H:12]1[C:16]([C:18]1[C:26]2[C:21](=[CH:22][CH:23]=[C:24]([N:27]([CH2:35][C:36]3[CH:41]=[CH:40][CH:39]=[CH:38][CH:37]=3)[CH2:28][C:29]3[CH:34]=[CH:33][CH:32]=[CH:31][CH:30]=3)[CH:25]=2)[NH:20][CH:19]=1)=O)=[O:10])[C:2]1[CH:7]=[CH:6][CH:5]=[CH:4][CH:3]=1.[BH4-].[Li+].C(=O)([O-])O.[Na+]>O1CCCC1>[CH2:1]([O:8][C:9]([N:11]1[CH2:15][CH2:14][CH2:13][C@@H:12]1[CH2:16][C:18]1[C:26]2[C:21](=[CH:22][CH:23]=[C:24]([N:27]([CH2:28][C:29]3[CH:34]=[CH:33][CH:32]=[CH:31][CH:30]=3)[CH2:35][C:36]3[CH:37]=[CH:38][CH:39]=[CH:40][CH:41]=3)[CH:25]=2)[NH:20][CH:19]=1)=[O:10])[C:2]1[CH:3]=[CH:4][CH:5]=[CH:6][CH:7]=1 |f:1.2,3.4|. Starting materials: Cl (HCl), C(C)OC(C(CSSCC(CC=1C=NC(=CC1)NC(=O)OC(C)(C)C)C(=O)OCC)CC=1C=NC(=CC1)NC(=O)OC(C)(C)C)=O (3-[3-(6tert-butoxycarbonylamino-pyridin-3-yl)-2-ethoxycarbonyl-propyldisulfanyl]-2-(6-tert-butoxycarbonylamino-pyridin-3-ylmethyl)-propionic acid ethyl ester). The solvent is C(C)OC(C)=O (ethylacetate), C(C)OC(C)=O (Etylacetate). Run at time 19 hour. The product is C(C)OC(C(CSSCC(CC=1C=NC(=CC1)N)C(=O)OCC)CC=1C=NC(=CC1)N)=O (3-[3-(6-Amino-pyridin-3-yl)-2-ethoxycarbonyl-propyldisulfanyl]-2-(6-amino-pyridin-3-ylmethyl)-propionic acid ethyl ester). The yield is 98.4%. RXN SMILES: Cl.[CH2:2]([O:4][C:5](=[O:47])[CH:6]([CH2:32][C:33]1[CH:34]=[N:35][C:36]([NH:39]C(OC(C)(C)C)=O)=[CH:37][CH:38]=1)[CH2:7][S:8][S:9][CH2:10][CH:11]([C:27]([O:29][CH2:30][CH3:31])=[O:28])[CH2:12][C:13]1[CH:14]=[N:15][C:16]([NH:19]C(OC(C)(C)C)=O)=[CH:17][CH:18]=1)[CH3:3]>C(OC(=O)C)C>[CH2:30]([O:29][C:27](=[O:28])[CH:11]([CH2:12][C:13]1[CH:14]=[N:15][C:16]([NH2:19])=[CH:17][CH:18]=1)[CH2:10][S:9][S:8][CH2:7][CH:6]([C:5]([O:4][CH2:2][CH3:3])=[O:47])[CH2:32][C:33]1[CH:34]=[N:35][C:36]([NH2:39])=[CH:37][CH:38]=1)[CH3:31]. Procedure details: Etylacetate saturated with HCl (g) (15 mL) was added to a solution of 3-[3-(6tert-butoxycarbonylamino-pyridin-3-yl)-2-ethoxycarbonyl-propyldisulfanyl]-2-(6-tert-butoxycarbonylamino-pyridin-3-ylmethyl)-propionic acid ethyl ester (130 mg, 0.191 mmol) in ethylacetate (7 mL) at 0° C. The reaction was allowed to attain room temperature and was stirred for 19 h, then evaporated under reduced pressure. The residue was dissolved in water, saturated aqueous Na2CO3 was added and the aqueous phase was extr... Reactants: N([C@@H](CC(N)=O)C(=O)N[C@@H](CC1=CC=CC=C1)C(=O)N[C@@H](CC1=CC=CC=C1)C(=O)O)C(=O)OCC1=CC=CC=C1 (Z-Asn-Phe-Phe-OH). The reagents and catalysts are [Pd] (palladium-on-carbon). The solvent is CO (methanol), O (water). Product: N[C@@H](CC(N)=O)C(=O)N[C@@H](CC1=CC=CC=C1)C(=O)N[C@@H](CC1=CC=CC=C1)C(=O)O (H-Asn-Phe-Phe-OH). RXN SMILES: [NH:1](C(OCC1C=CC=CC=1)=O)[C@H:2]([C:7]([NH:9][C@H:10]([C:18]([NH:20][C@H:21]([C:29]([OH:31])=[O:30])[CH2:22][C:23]1[CH:28]=[CH:27][CH:26]=[CH:25][CH:24]=1)=[O:19])[CH2:11][C:12]1[CH:17]=[CH:16][CH:15]=[CH:14][CH:13]=1)=[O:8])[CH2:3][C:4](=[O:6])[NH2:5]>CO.O.[Pd]>[NH2:1][C@H:2]([C:7]([NH:9][C@H:10]([C:18]([NH:20][C@H:21]([C:29]([OH:31])=[O:30])[CH2:22][C:23]1[CH:24]=[CH:25][CH:26]=[CH:27][CH:28]=1)=[O:19])[CH2:11][C:12]1[CH:17]=[CH:16][CH:15]=[CH:14][CH:13]=1)=[O:8])[CH2:3][C:4](=[O:6])[NH2:5]. Reported procedure: A solution of 20.5 g of Z-Asn-Phe-Phe-OH (see case 4-11346, stage 1.5A) in 270 ml of methanol and 30 ml of water is hydrogenated at room temperature on 2 g of palladium-on-carbon (10%) for 4 hours. After filtering off the catalyst, the filtrate is concentrated by evaporation in vacuo and the residue is used directly in the next stage. Reactants: ClC1=NC(=NC=N1)NC=1C=C(C=CC1)CS(=O)(=O)N (3-[(4-Chloro-1,3,5-triazin-2-yl)amino]benzenemethanesulfonamide), N1CCCC1 (pyrrolidine). The product is N1(CCCC1)C1=NC(=NC=N1)NC=1C=C(C=CC1)CS(=O)(=O)N (3-[(4-(Pyrrolidin-1-yl)-1,3,5-triazin-2-yl)amino]benzenemethane sulfonamide). Reaction SMILES: Cl[C:2]1[N:7]=[CH:6][N:5]=[C:4]([NH:8][C:9]2[CH:10]=[C:11]([CH2:15][S:16]([NH2:19])(=[O:18])=[O:17])[CH:12]=[CH:13][CH:14]=2)[N:3]=1.[NH:20]1[CH2:24][CH2:23][CH2:22][CH2:21]1>>[N:20]1([C:2]2[N:7]=[CH:6][N:5]=[C:4]([NH:8][C:9]3[CH:10]=[C:11]([CH2:15][S:16]([NH2:19])(=[O:18])=[O:17])[CH:12]=[CH:13][CH:14]=3)[N:3]=2)[CH2:24][CH2:23][CH2:22][CH2:21]1. Reported procedure: B14 was prepared following the general procedure reported for B10 using A1 and pyrrolidine. Yield: 96.6 mg (29%), colorless amorphous solid. 1H NMR (400 MHz, d6-DMSO, 300K) δ 1.84-1.96 (m, 4H), 3.43-3.55 (m, 4H), 4.18 (s, 2H), 6.81 (s, 2H), 6.96 (d, J=7.6 Hz, 1H), 7.25 (t, J=7.9 Hz, 1H), 7.69 (d, J=9.5 Hz, 1H), 7.86 (s, 1H), 8.18 (s, 1H), 9.59 (s, 1H). MS (ES) C14H18N6O2S requires: 334. found: 335 (M+H)+. Solvent: C(CCC)O (1-butanol). Yields the product CN(CCN1C(C=2C(=C3C(=CC2C1=O)NC(=N3)C=3C(NC=CC3NC(CC3=C(C(=CC(=C3F)F)F)F)C)=O)C)=O)C (6-(2-(Dimethylamino)ethyl)-4-methyl-2-(2-oxo-4-(1-(2,3,5,6-tetrafluorophenyl)propan-2-ylamino)-1,2-dihydropyridin-3-yl)imidazo[4,5-f]isoindole-5,7(1H,6H)-dione). Isolated yield 42.8%. Reactants: ClC1=C(C(NC=C1)=O)C1=NC=2C(=CC=3C(N(C(C3C2C)=O)CCN(C)C)=O)N1 (2-(4-chloro-2-oxo-1,2-dihydropyridin-3-yl)-6-(2-(dimethylamino)ethyl)-4-methylimidazo[4,5-f]isoindole-5,7(1H,6H)-dione), FC1=C(C(=C(C=C1F)F)F)CC(C)N (1-(2,3,5,6-tetrafluorophenyl)propan-2-amine), CCN(C(C)C)C(C)C (Hunig's base). RXN SMILES: Cl[C:2]1[CH:7]=[CH:6][NH:5][C:4](=[O:8])[C:3]=1[C:9]1[NH:28][C:12]2=[CH:13][C:14]3[C:15](=[O:27])[N:16]([CH2:22][CH2:23][N:24]([CH3:26])[CH3:25])[C:17](=[O:21])[C:18]=3[C:19]([CH3:20])=[C:11]2[N:10]=1.[F:29][C:30]1[C:35]([F:36])=[CH:34][C:33]([F:37])=[C:32]([F:38])[C:31]=1[CH2:39][CH:40]([NH2:42])[CH3:41].CCN(C(C)C)C(C)C>C(O)CCC>[CH3:25][N:24]([CH3:26])[CH2:23][CH2:22][N:16]1[C:15](=[O:27])[C:14]2[CH:13]=[C:12]3[NH:28][C:9]([C:3]4[C:4](=[O:8])[NH:5][CH:6]=[CH:7][C:2]=4[NH:42][CH:40]([CH3:41])[CH2:39][C:31]4[C:32]([F:38])=[C:33]([F:37])[CH:34]=[C:35]([F:36])[C:30]=4[F:29])=[N:10][C:11]3=[C:19]([CH3:20])[C:18]=2[C:17]1=[O:21]. Procedure: A mixture of 2-(4-chloro-2-oxo-1,2-dihydropyridin-3-yl)-6-(2-(dimethylamino)ethyl)-4-methylimidazo[4,5-f]isoindole-5,7(1H,6H)-dione, (0.54 g, 1.35 mmol), 1-(2,3,5,6-tetrafluorophenyl)propan-2-amine (0.34 g, 1.62 mmol), Hunig's base (0.87 g, 6.75 mmol), and 12 mL of anhydrous 1-butanol was heated at reflux for 13-14 h under an argon atmosphere. Product was purified by a silica gel column using methylene chloride and methanol (9:1 v/v) as eluent to afford 0.33 g of the designed compound as yellow ... Reactants: C(C1=CC=CC=C1)N1N=NC=C1C1=CC=C(C=C1)C([C@@](CN1N=CN=C1)(O)C1=C(C=C(C=C1)F)F)=C ((R)-3-(4-[1-Benzyl-1H-1,2,3-triazol-5-yl]phenyl)-2-(2,4-difluorophenyl)-1-(1H-1,2,4-triazol-1-yl)-3-buten-2-ol), foam. Reagents/catalysts: [Pd] (Pd/C). The solvent is CO (methanol). The product is FC1=C(C=CC(=C1)F)[C@@](CN1N=CN=C1)([C@@H](C)C1=CC=C(C=C1)C=1N=NNC1)O ((2R,3S)-2-(2,4-Difluorophenyl)-1-(1H-1,2,4-triazol-1-yl)-3-[4-(1H-1,2,3-triazol-4-yl)phenyl]-2-butanol). As a reaction SMILES: C([N:8]1[C:12]([C:13]2[CH:18]=[CH:17][C:16]([C:19](=[CH2:36])[C@:20]([C:28]3[CH:33]=[CH:32][C:31]([F:34])=[CH:30][C:29]=3[F:35])([OH:27])[CH2:21][N:22]3[CH:26]=[N:25][CH:24]=[N:23]3)=[CH:15][CH:14]=2)=[CH:11][N:10]=[N:9]1)C1C=CC=CC=1>CO.[Pd]>[F:35][C:29]1[CH:30]=[C:31]([F:34])[CH:32]=[CH:33][C:28]=1[C@:20]([OH:27])([C@H:19]([C:16]1[CH:17]=[CH:18][C:13]([C:12]2[N:8]=[N:9][NH:10][CH:11]=2)=[CH:14][CH:15]=1)[CH3:36])[CH2:21][N:22]1[CH:26]=[N:25][CH:24]=[N:23]1. Reported procedure: (R)-3-(4-[1-Benzyl-1H-1,2,3-triazol-5-yl]phenyl)-2-(2,4-difluorophenyl)-1-(1H-1,2,4-triazol-1-yl)-3-buten-2-ol (25.0 g, 0.05 moles) was dissolved in methanol (2400 ml) and hydrogenated at 100° C., 60 psi with 5% Pd/C for 20 hours. After catalyst removal by filtration the product solution was concentrated to a white foam (19.1 g, 0.05 moles). A sample was crystallised from ethanol/water and characterised by 1H NMR spectroscopy. It had an m.p. of 121° C.